Dataset: the Open Reaction Database (ORD), a public repository of structured organic reaction records. Task: describe an organic reaction: reactants, conditions, products, and yield The reactants are COC(=O)CN(CCC(=O)OC(C)(C)C)c1ccc(OC(F)(F)F)c(Cl)c1, C1CCOC1, C1CCCCC1, CO, CC(C)=O, [Na+], [OH-]. The product is CC(C)(C)OC(=O)CCN(CCO)c1ccc(OC(F)(F)F)c(Cl)c1. RXN SMILES: [C:1]([CH3:2])([CH3:3])([CH3:4])[O:5][C:6]([CH2:7][CH2:8][N:9]([CH2:10][C:11](=[O:12])[O:13][CH3:14])[c:15]1[cH:16][c:17]([Cl:26])[c:18]([O:21][C:22]([F:23])([F:24])[F:25])[cH:19][cH:20]1)=[O:27].[CH2:34]1[O:35][CH2:36][CH2:37][CH2:38]1.[CH2:39]1[CH2:40][CH2:41][CH2:42][CH2:43][CH2:44]1.[CH3:28][OH:29].[CH3:30][C:31](=[O:32])[CH3:33].[Na+:46].[OH-:45]>>[C:1]([CH3:2])([CH3:3])([CH3:4])[O:5][C:6]([CH2:7][CH2:8][N:9]([CH2:10][CH2:11][OH:12])[c:15]1[cH:16][c:17]([Cl:26])[c:18]([O:21][C:22]([F:23])([F:24])[F:25])[cH:19][cH:20]1)=[O:27]. Starting materials: CC(=O)[O-].[Na+] (NaOAc), NOS(=O)(=O)O (hydroxylamine-O-sulfonic acid), BrC1=CN=C(S1)CS(=O)(=O)CCC(=O)OC (methyl 3-{[(5-bromo-1,3-thiazol-2-yl)methyl]sulfonyl}propanoate), C[O-].[Na+] (NaOMe). The solvent is O (water), C1CCOC1 (THF), O (water). Conditions: time 30 minute. Product: BrC1=CN=C(S1)CS(=O)(=O)N (1-(5-bromo-1,3-thiazol-2-yl)methanesulfonamide). Isolated yield 48.2%. RXN SMILES: [Br:1][C:2]1[S:6][C:5]([CH2:7][S:8](CCC(OC)=O)(=[O:10])=[O:9])=[N:4][CH:3]=1.C[O-].[Na+].CC([O-])=O.[Na+].[NH2:25]OS(O)(=O)=O>C1COCC1.O>[Br:1][C:2]1[S:6][C:5]([CH2:7][S:8]([NH2:25])(=[O:10])=[O:9])=[N:4][CH:3]=1 |f:1.2,3.4|. Reported procedure: The product of Step 3 (1.244 g, 3.79 mmol) was taken up in THF (50 mL) at room temperature, and NaOMe (25% in MeOH, 0.819 g, 3.79 mmol) was added. After 30 min at room temperature, the suspension was evaporated to dryness, providing a yellow solid. The solid was taken up in water (25 mL), and a solution of NaOAc (1.710 g, 20.85 mmol) and hydroxylamine-O-sulfonic acid (2.143 g, 18.95 mmol) in water (12.5 mL) was added while cooling the reaction (0° C.). The reaction was vigorously stirred at room... The reactants are CS(=O)(=O)C1=CC=C(C=C1)C1C(C2=CC=C(C=C2CC1)OC)=O (2-(4-methanesulfonyl-phenyl)-6-methoxy-3,4-dihydro-2H-naphthalen-1-one), P(Br)(Br)Br (PBr3). Solvent: C1CCOC1 (THF). The product is BrC1=C(CCC2=CC(=CC=C12)OC)C1=CC=C(C=C1)S(=O)(=O)C (4-Bromo-3-(4-methanesulfonyl-phenyl)-7-methoxy-1,2-dihydro-naphthalene). Isolated yield 74.0%. RXN SMILES: [CH3:1][S:2]([C:5]1[CH:10]=[CH:9][C:8]([CH:11]2[CH2:20][CH2:19][C:18]3[C:13](=[CH:14][CH:15]=[C:16]([O:21][CH3:22])[CH:17]=3)[C:12]2=O)=[CH:7][CH:6]=1)(=[O:4])=[O:3].P(Br)(Br)[Br:25]>C1COCC1>[Br:25][C:12]1[C:13]2[C:18](=[CH:17][C:16]([O:21][CH3:22])=[CH:15][CH:14]=2)[CH2:19][CH2:20][C:11]=1[C:8]1[CH:9]=[CH:10][C:5]([S:2]([CH3:1])(=[O:4])=[O:3])=[CH:6][CH:7]=1. Procedure details: Add 2-(4-methanesulfonyl-phenyl)-6-methoxy-3,4-dihydro-2H-naphthalen-1-one (1.0 eq.); hyflo (20 wt %), and toluene (7.5 vols) to a three neck flask with a reflux condenser and nitrogen vent purge. While stirring at room temperature, add PBr3 (1.75 eq.) in one portion. Heat the reaction to reflux (˜110° C.) overnight allowing it to vent through a caustic scrubber. After refluxing for 15 hours, cool the yellow solution to 45° C. and slowly add THF (20 vols). Stir this mixture for 30 minutes at 45°... Starting materials: C(C1=CC=CC=C1)(=O)O (benzoic acid), COC1=CC=C(C=C1)O (4-methoxyphenol), O1C2C1CC(C(C2)OC)OC (1,2-epoxy-4,5-dimethoxycyclohexane). The product is COC1=CC=C(OC2C(CC(C(C2)OC)OC)O)C=C1 (2-(4-methoxyphenoxy)-4,5-dimethoxycyclohexanol). Isolated yield 96.0%. As a reaction SMILES: C(O)(=O)C1C=CC=CC=1.[CH3:10][O:11][C:12]1[CH:17]=[CH:16][C:15]([OH:18])=[CH:14][CH:13]=1.[O:19]1[CH:21]2[CH2:22][CH:23]([O:28][CH3:29])[CH:24]([O:26][CH3:27])[CH2:25][CH:20]12>>[CH3:10][O:11][C:12]1[CH:17]=[CH:16][C:15]([O:18][CH:20]2[CH2:25][CH:24]([O:26][CH3:27])[CH:23]([O:28][CH3:29])[CH2:22][CH:21]2[OH:19])=[CH:14][CH:13]=1. Procedure details: A reaction was conducted as described in Example 6 except that benzoic acid and PGE were replaced with the same molar amounts of 4-methoxyphenol and 1,2-epoxy-4,5-dimethoxycyclohexane. Desired 2-(4-methoxyphenoxy)-4,5-dimethoxycyclohexanol was formed in analytical yield of 96% and isolated in a yield of 92%.